From a dataset of the Open Reaction Database (ORD), a public repository of structured organic reaction records. describe an organic reaction: reactants, conditions, products, and yield Starting materials: C(=O)(O)C=1N=CSC1\C=C/SC(C1=CC=CC=C1)(C1=CC=CC=C1)C1=CC=CC=C1 (4-carboxy-5-((Z)-2-tritylthioethen-1-yl)thiazole), Cl.C(#N)C1CNC1 (3-cyanoazetidine hydrochloride). Product: C(#N)C1CN(C1)C(=O)C=1N=CSC1\C=C/SC(C1=CC=CC=C1)(C1=CC=CC=C1)C1=CC=CC=C1 (4-(3-Cyanoazetidin-1-yl)carbonyl-5-((Z)-2-tritylthioethen-1-yl)thiazole). The yield is 72.6%. Reaction SMILES: [C:1]([C:4]1[N:5]=[CH:6][S:7][C:8]=1/[CH:9]=[CH:10]\[S:11][C:12]([C:25]1[CH:30]=[CH:29][CH:28]=[CH:27][CH:26]=1)([C:19]1[CH:24]=[CH:23][CH:22]=[CH:21][CH:20]=1)[C:13]1[CH:18]=[CH:17][CH:16]=[CH:15][CH:14]=1)(O)=[O:2].Cl.[C:32]([CH:34]1[CH2:37][NH:36][CH2:35]1)#[N:33]>>[C:32]([CH:34]1[CH2:37][N:36]([C:1]([C:4]2[N:5]=[CH:6][S:7][C:8]=2/[CH:9]=[CH:10]\[S:11][C:12]([C:13]2[CH:18]=[CH:17][CH:16]=[CH:15][CH:14]=2)([C:25]2[CH:26]=[CH:27][CH:28]=[CH:29][CH:30]=2)[C:19]2[CH:20]=[CH:21][CH:22]=[CH:23][CH:24]=2)=[O:2])[CH2:35]1)#[N:33] |f:1.2|. Procedure: In the same manner as in step c) in Example 3, 716 mg of the title compound was prepared from 859 mg of 4-carboxy-5-((Z)-2-tritylthioethen-1-yl)thiazole and 237 mg of 3-cyanoazetidine hydrochloride.